The task is: describe an organic reaction: reactants, conditions, products, and yield. This data is from the Open Reaction Database (ORD), a public repository of structured organic reaction records. The reactants are OC=1C(=NC=CC1)C(=O)O (3-hydroxypyridine-2-carboxylic acid), Cl (HCl), C([O-])(O)=O.[Na+] (sodium bicarbonate). Solvent: O (water), CO (methanol). The product is OC=1C(=NC=CC1)C(=O)OC (methyl 3-hydroxypyridine-2-carboxylate). As a reaction SMILES: [OH:1][C:2]1[C:3]([C:8]([OH:10])=[O:9])=[N:4][CH:5]=[CH:6][CH:7]=1.Cl.[C:12](=O)(O)[O-].[Na+]>CO.O>[OH:1][C:2]1[C:3]([C:8]([O:10][CH3:12])=[O:9])=[N:4][CH:5]=[CH:6][CH:7]=1 |f:2.3|. Procedure: To a solution of 3-hydroxypyridine-2-carboxylic acid (100 g, 719 mmol) in anhydrous methanol (300 ml) was added dry HCl gas until the saturation point of the solution was achieved. The reaction was heated to reflux for 15 h and then cooled and degassed with argon. The solution was concentrated in vacuo to give a white solid which was dissolved in water (250 ml). The pH of the solution was adjusted to ˜7.5 with the slow addition of solid sodium bicarbonate. The resulting suspension was extracted ... As a reaction SMILES: [CH3:24][N:25]([CH3:26])[CH:27]=[O:28].[H:22][H:23].[N+:1]([O-:2])(=[O:3])[c:4]1[cH:5][c:6]2[c:7]([n:8][c:9]([NH:11][C:12]([c:13]3[cH:14][cH:15][cH:16][cH:17][cH:18]3)=[O:19])[o:10]2)[cH:20][cH:21]1>>[NH2:1][c:4]1[cH:5][c:6]2[c:7]([n:8][c:9]([NH:11][C:12]([c:13]3[cH:14][cH:15][cH:16][cH:17][cH:18]3)=[O:19])[o:10]2)[cH:20][cH:21]1. Product: Nc1ccc2nc(NC(=O)c3ccccc3)oc2c1. Starting materials: CN(C)C=O, [H][H], O=C(Nc1nc2ccc([N+](=O)[O-])cc2o1)c1ccccc1. Reactants: [Br-], CCCC[P+](CCCC)(CCCC)CCCC, COC(=O)OC, CN(C)C=O, CCCCCCCCCl. The product is CCCCCCCCOC(=O)OC. Reaction SMILES: [Br-:16].[CH2:17]([P+:18]([CH2:19][CH2:20][CH2:21][CH3:22])([CH2:23][CH2:24][CH2:25][CH3:26])[CH2:27][CH2:28][CH2:29][CH3:30])[CH2:31][CH2:32][CH3:33].[CH3:10][O:11][C:12](=[O:13])[O:14][CH3:15].[CH3:34][N:35]([CH3:36])[CH:37]=[O:38].[Cl:1][CH2:2][CH2:3][CH2:4][CH2:5][CH2:6][CH2:7][CH2:8][CH3:9]>>[CH2:2]([CH2:3][CH2:4][CH2:5][CH2:6][CH2:7][CH2:8][CH3:9])[O:14][C:12]([O:11][CH3:10])=[O:13]. Reactants: FC=1C=C(C=CC1C1=CC(=NC=C1)OC1CN2C(OC1)=NC(=C2)[N+](=O)[O-])N2C(OC(C2)CNC(C)=O)=O (N-(3-{3-Fluoro-4-[2-(2-nitro-6,7-dihydro-5H-imidazo[2,1-b][1,3]oxazin-6-yloxy)-pyridin-4-yl]-phenyl}-2-oxo-oxazolidin-5-ylmethyl)-acetamide), BrC1=CC(=NC=C1)OC1CN2C(OC1)=NC(=C2)[N+](=O)[O-] (6-(4-bromo-pyridin-2-yloxy)-2-nitro-6,7-dihydro-5H-imidazo[2,1-b][1,3]oxazine). The product is FC=1C=C(C=CC1C1=CC(=NC=C1)O[C@H]1CN2C(OC1)=NC(=C2)[N+](=O)[O-])N2C(O[C@H](C2)CNC(C)=O)=O ((S,S)—N-(3-{3-Fluoro-4-[2-(2-nitro-6,7-dihydro-5H-imidazo[2,1-b][1,3]oxazin-6-yloxy)-pyridin-4-yl]-phenyl}-2-oxo-oxazolidin-5-ylmethyl)-acetamide). RXN SMILES: [F:1][C:2]1[CH:3]=[C:4]([N:27]2[CH2:31][CH:30]([CH2:32][NH:33][C:34](=[O:36])[CH3:35])[O:29][C:28]2=[O:37])[CH:5]=[CH:6][C:7]=1[C:8]1[CH:13]=[CH:12][N:11]=[C:10]([O:14][CH:15]2[CH2:20][O:19][C:18]3=[N:21][C:22]([N+:24]([O-:26])=[O:25])=[CH:23][N:17]3[CH2:16]2)[CH:9]=1.BrC1C=CN=C(OC2COC3=NC([N+]([O-])=O)=CN3C2)C=1>>[F:1][C:2]1[CH:3]=[C:4]([N:27]2[CH2:31][C@H:30]([CH2:32][NH:33][C:34](=[O:36])[CH3:35])[O:29][C:28]2=[O:37])[CH:5]=[CH:6][C:7]=1[C:8]1[CH:13]=[CH:12][N:11]=[C:10]([O:14][C@@H:15]2[CH2:20][O:19][C:18]3=[N:21][C:22]([N+:24]([O-:26])=[O:25])=[CH:23][N:17]3[CH2:16]2)[CH:9]=1. Procedure: N-(3-{3-Fluoro-4-[2-(2-nitro-6,7-dihydro-5H-imidazo[2,1-b][1,3]oxazin-6-yloxy)-pyridin-4-yl]-phenyl}-2-oxo-oxazolidin-5-ylmethyl)-acetamide. The title compound was prepared by following the same procedure as described in the preparation of Example 7, except 6-(4-bromo-pyridin-2-yloxy)-2-nitro-6,7-dihydro-5H-imidazo[2,1-b][1,3]oxazine was used in place of 6-(5-bromo-pyridin-2-yloxy)-2-nitro-6,7-dihydro-5H-imidazo[2,1-b][1,3]oxazine. ESI MS m/z 513.3 (M+H+); 1H NMR (400 MHz, CDCl3) δ 8.17 (d, J=5.... Starting materials: S(=O)(=O)(C1=CC=C(C)C=C1)OC[C@H]1CN(CCO1)C(=O)OC(C)(C)C ((R)-tert-butyl 2-(tosyloxymethyl)morpholine-4-carboxylate), [N-]=[N+]=[N-].[Na+] (sodium azide). The solvent is CN(C=O)C (N,N-dimethylformamide). Yields the product N(=[N+]=[N-])C[C@H]1CN(CCO1)C(=O)OC(C)(C)C ((R)-tert-butyl 2-(azidomethyl)morpholine-4-carboxylate). Reaction SMILES: S(O[CH2:12][C@@H:13]1[O:18][CH2:17][CH2:16][N:15]([C:19]([O:21][C:22]([CH3:25])([CH3:24])[CH3:23])=[O:20])[CH2:14]1)(C1C=CC(C)=CC=1)(=O)=O.[N-:26]=[N+:27]=[N-:28].[Na+]>CN(C)C=O>[N:26]([CH2:12][C@@H:13]1[O:18][CH2:17][CH2:16][N:15]([C:19]([O:21][C:22]([CH3:25])([CH3:24])[CH3:23])=[O:20])[CH2:14]1)=[N+:27]=[N-:28] |f:1.2|. Procedure details: A solution of EXAMPLE 442A (1.66 g, 4.47 mmol) and sodium azide (0.581 g, 8.94 mmol) in anhydrous N,N-dimethylformamide (10 mL) was stirred at 90° C. for 4 hours. The mixture was cooled and concentrated to dryness. The residue was taken up in 5% aqueous sodium carbonate solution and extracted with methylene chloride. The combined organic layers was dried (MgSO4), filtered and concentrated to provide the title compound. Starting materials: S(=O)(=O)(OC)OC (Dimethyl sulphate), O (water), OC=C(C(=O)OC)C1=C(C=CC=C1)OCC1=CC=CC=C1 (methyl 3-hydroxy-2-(2'-benzyloxyphenyl)propenoate), C([O-])([O-])=O.[K+].[K+] (potassium carbonate). The solvent is CN(C)C=O (DMF), CN(C)C=O (DMF). Product: CO/C=C(/C(=O)OC)\C1=C(C=CC=C1)OCC1=CC=CC=C1 (E-methyl 3-methoxy-2-(2'-benzyloxyphenyl)propenoate). The yield is 17.0%. Reaction SMILES: [OH:1][CH:2]=[C:3]([C:8]1[CH:13]=[CH:12][CH:11]=[CH:10][C:9]=1[O:14][CH2:15][C:16]1[CH:21]=[CH:20][CH:19]=[CH:18][CH:17]=1)[C:4]([O:6][CH3:7])=[O:5].[C:22](=O)([O-])[O-].[K+].[K+].S(OC)(OC)(=O)=O.O>CN(C=O)C>[CH3:22][O:1]/[CH:2]=[C:3](\[C:8]1[CH:13]=[CH:12][CH:11]=[CH:10][C:9]=1[O:14][CH2:15][C:16]1[CH:17]=[CH:18][CH:19]=[CH:20][CH:21]=1)/[C:4]([O:6][CH3:7])=[O:5] |f:1.2.3|. Reported procedure: The crude methyl 3-hydroxy-2-(2'-benzyloxyphenyl)propenoate was dissolved in dry DMF (100 ml) and potassium carbonate (29.0 g) was added in one portion. Dimethyl sulphate (16.00 g) in dry DMF (10 ml) was then added dropwise with stirring. After ninety minutes, water (300 ml) was added and the solution was extracted with ether (2×300 ml). After washing with water (3×150 ml) and brine, the extracts were dried and concentrated under reduced pressure, and the resulting yellow oil solidified on tritu... The reactants are C(C)(=O)OC(C)=O (Acetic acid anhydride), C(#N)C(C1=CC=C(C=C1)NC(=O)C1CC(=NO1)C=1C=NC=CC1)(C1=CC=CC=C1)O ((±)-N-[4-(cyanohydroxyphenylmethyl)phenyl]-4,5-dihydro-3-(3-pyridinyl)-5-isoxazolecarboxamide). Solvent: N1=CC=CC=C1 (pyridine). Reaction conditions: temperature 0 celsius. Yields the product C(#N)C(C1=CC=CC=C1)(C1=CC=C(C=C1)NC(=O)C1CC(=NO1)C=1C=NC=CC1)OC(C)=O ((±)-[cyano-[4-[[[4,5-dihydro-3-(3-pyridinyl)-5-isoxazolyl]carbonyl]amino]phenyl]-phenylmethyl]acetate). Yield: 61.3%. As a reaction SMILES: [C:1](OC(=O)C)(=[O:3])[CH3:2].[C:8]([C:10]([OH:37])([C:31]1[CH:36]=[CH:35][CH:34]=[CH:33][CH:32]=1)[C:11]1[CH:16]=[CH:15][C:14]([NH:17][C:18]([CH:20]2[O:24][N:23]=[C:22]([C:25]3[CH:26]=[N:27][CH:28]=[CH:29][CH:30]=3)[CH2:21]2)=[O:19])=[CH:13][CH:12]=1)#[N:9]>N1C=CC=CC=1>[C:8]([C:10]([O:37][C:1](=[O:3])[CH3:2])([C:11]1[CH:12]=[CH:13][C:14]([NH:17][C:18]([CH:20]2[O:24][N:23]=[C:22]([C:25]3[CH:26]=[N:27][CH:28]=[CH:29][CH:30]=3)[CH2:21]2)=[O:19])=[CH:15][CH:16]=1)[C:31]1[CH:32]=[CH:33][CH:34]=[CH:35][CH:36]=1)#[N:9]. Procedure details: ) Acetic acid anhydride (0.03 mol) was added dropwise to a solution of (±)-N-[4-(cyanohydroxyphenylmethyl)phenyl]-4,5-dihydro-3-(3-pyridinyl)-5-isoxazolecarboxamide (0.010 mol) in pyridine (80 ml), stirred at 0° C. The reaction mixture was stirred for 4 days at RT. The solvent was evaporated. The residue was dissolved in EtOAc and washed with water. The organic layer was separated, dried (Na2SO4), filtered, and the solvent was evaporated. The residue was purified by short open column chromatogra... The reactants are OC=1C=NC=CC1 (3-hydroxypyridine), BrCC1=CC=C(CN2C(O[C@@H](C2)C2=CC=CC=C2)=O)C=C1 (3-(4-bromomethyl-benzyl)-5-(R)-phenyl-oxazolidin-2-one), [H-].[Na+] (sodium hydride). Solvent: CN(C)C=O (DMF), CN(C)C=O (DMF), ClCCl (dichloromethane). Conditions: time 8 hour. Product: C1(=CC=CC=C1)[C@@H]1CN(C(O1)=O)CC1=CC=C(C=C1)COC=1C=NC=CC1 (5-(R)-phenyl-3-[4-(pyridine-3-yloxymethyl)-benzyl]-oxazolidin-2-one). The yield is 45.8%. As a reaction SMILES: [OH:1][C:2]1[CH:3]=[N:4][CH:5]=[CH:6][CH:7]=1.Br[CH2:9][C:10]1[CH:28]=[CH:27][C:13]([CH2:14][N:15]2[CH2:19][C@@H:18]([C:20]3[CH:25]=[CH:24][CH:23]=[CH:22][CH:21]=3)[O:17][C:16]2=[O:26])=[CH:12][CH:11]=1.[H-].[Na+]>CN(C=O)C.ClCCl>[C:20]1([C@H:18]2[O:17][C:16](=[O:26])[N:15]([CH2:14][C:13]3[CH:12]=[CH:11][C:10]([CH2:9][O:1][C:2]4[CH:3]=[N:4][CH:5]=[CH:6][CH:7]=4)=[CH:28][CH:27]=3)[CH2:19]2)[CH:25]=[CH:24][CH:23]=[CH:22][CH:21]=1 |f:2.3|. Procedure: A solution of 3-hydroxypyridine (23 mg, 0.24 mmol) in DMF (1 mL) was added to a suspension of 3-(4-bromomethyl-benzyl)-5-(R)-phenyl-oxazolidin-2-one (70 mg, 0.20 mmol) (synthesized according to procedure 4) and sodium hydride (60%) (9 mg, 0.22 mmol) in DMF (1.5 mL) and the reaction mixture was stirred overnight at RT. It was diluted with dichloromethane (6 mL), washed with water (2×5 mL), dried over anhydrous sodium sulfate and concentrated in vacuo. The product was purified by chromatography on...